This data is from the Open Reaction Database (ORD), a public repository of structured organic reaction records. The task is: describe an organic reaction: reactants, conditions, products, and yield Starting materials: intermediate 40B, FC(C=1C=C(N)C=CC1C(F)(F)F)(F)F (3,4-bis(trifluoromethyl)aniline), BrC(C(=O)OCC)C (ethyl 2-bromopropionate), N1=C(C=CC=C1C)C (2,6-lutidine), BrC(C(=O)OCC)C (ethyl 2-bromopropionate), N1=C(C=CC=C1C)C (2,6-lutidine), BrC(C(=O)OCC)C (ethyl 2-bromopropionate), N1=C(C=CC=C1C)C (2,6-lutidine). Solvent: C(C)#N (acetonitrile). Product: C(C)OC(C(C)NC1=CC(=C(C=C1)C(F)(F)F)C(F)(F)F)=O (2-(3,4-Bis-trifluoromethyl-phenylamino)-propionic acid ethyl ester). Isolated yield 49.0%. RXN SMILES: [F:1][C:2]([F:15])([F:14])[C:3]1[CH:4]=[C:5]([CH:7]=[CH:8][C:9]=1[C:10]([F:13])([F:12])[F:11])[NH2:6].Br[CH:17]([CH3:23])[C:18]([O:20][CH2:21][CH3:22])=[O:19].N1C(C)=CC=CC=1C>C(#N)C>[CH2:21]([O:20][C:18](=[O:19])[CH:17]([NH:6][C:5]1[CH:7]=[CH:8][C:9]([C:10]([F:11])([F:12])[F:13])=[C:3]([C:2]([F:14])([F:15])[F:1])[CH:4]=1)[CH3:23])[CH3:22]. Reported procedure: In analogy to intermediate 40B, 3,4-bis(trifluoromethyl)aniline and ethyl 2-bromopropionate with 2,6-lutidine were heated for 20 h at 82° C., diluted with acetonitrile and treated with 1 equivalent of ethyl 2-bromopropionate and 2,6-lutidine and refluxed for 2 days, treated again with 1 equivalent of ethyl 2-bromopropionate and 2,6-lutidine and continued to reflux for 2 days. Workup and purification by flash silica gel column (n-heptane/ethyl acetate 9:1 to 2:1) yielded 49% of the titled compoun... Starting materials: O=C([O-])[O-], CCOC(C)=O, ClCc1csc(-c2ccccc2)n1, Cl, Cl, [Cs+], [Cs+], CCc1cc(N2CCCNCC2)c2ncccc2c1, CN(C)C=O. The product is CCc1cc(N2CCCN(Cc3csc(-c4ccccc4)n3)CC2)c2ncccc2c1. RXN SMILES: [C:35](=[O:36])([O-:37])[O-:38].[CH3:41][CH2:42][O:43][C:44]([CH3:45])=[O:46].[Cl:22][CH2:23][c:24]1[n:25][c:26](-[c:29]2[cH:30][cH:31][cH:32][cH:33][cH:34]2)[s:27][cH:28]1.[ClH:1].[ClH:2].[Cs+:39].[Cs+:40].[N:3]1([c:10]2[cH:11][c:12]([CH2:20][CH3:21])[cH:13][c:14]3[cH:15][cH:16][cH:17][n:18][c:19]23)[CH2:4][CH2:5][NH:6][CH2:7][CH2:8][CH2:9]1.[O:47]=[CH:48][N:49]([CH3:50])[CH3:51]>>[N:3]1([c:10]2[cH:11][c:12]([CH2:20][CH3:21])[cH:13][c:14]3[cH:15][cH:16][cH:17][n:18][c:19]23)[CH2:4][CH2:5][N:6]([CH2:23][c:24]2[n:25][c:26](-[c:29]3[cH:30][cH:31][cH:32][cH:33][cH:34]3)[s:27][cH:28]2)[CH2:7][CH2:8][CH2:9]1. The reactants are CCCCn1c(C)c(C(C)=O)sc1=NC(=O)c1cc(Cl)ccc1OC, C1CCOC1, [Li]C. The product is CCCCn1c(C)c(C(C)(C)O)sc1=NC(=O)c1cc(Cl)ccc1OC. As a reaction SMILES: [C:1]([CH3:2])(=[O:3])[c:4]1[c:5]([CH3:25])[n:6]([CH2:21][CH2:22][CH2:23][CH3:24])[c:7](=[N:9][C:10]([c:11]2[c:12]([O:18][CH3:19])[cH:13][cH:14][c:15]([Cl:17])[cH:16]2)=[O:20])[s:8]1.[CH2:28]1[O:29][CH2:30][CH2:31][CH2:32]1.[Li:26][CH3:27]>>[C:1]([CH3:2])([OH:3])([c:4]1[c:5]([CH3:25])[n:6]([CH2:21][CH2:22][CH2:23][CH3:24])[c:7](=[N:9][C:10]([c:11]2[c:12]([O:18][CH3:19])[cH:13][cH:14][c:15]([Cl:17])[cH:16]2)=[O:20])[s:8]1)[CH3:27]. The solvent is C1(=CC=CC=C1)C (toluene), C(C)N(CC)CC (triethylamine). Product: C1(=CC=CC=C1)S(=O)(=O)C=1C=C(C(N2CCCC12)=O)C#C[Si](C)(C)C (8-phenylsulfonyl-6-trimethylsilanylethynyl-2,3-dihydro-1H-indolizin-5-one). Reagents/catalysts: Cl[Pd]([P](C1=CC=CC=C1)(C2=CC=CC=C2)C3=CC=CC=C3)([P](C4=CC=CC=C4)(C5=CC=CC=C5)C6=CC=CC=C6)Cl (PdCl2(PPh3)2). Starting materials: C[Si](C)(C)C#C ((trimethylsilyl)acetylene), ice water, C1(=CC=CC=C1)P(C1=CC=CC=C1)C1=CC=CC=C1 (triphenylphosphine), C1(=CC=CC=C1)S(=O)(=O)C=1C=C(C(N2CCCC12)=O)OS(=O)(=O)C(F)(F)F (trifluoromethanesulfonic acid 8-phenylsulfonyl-5-oxo-1,2,3,5-tetrahydroindolizin-6-yl ester). Procedure details: Pyridinone derivative (P) can also be derivatized to form pyridinone derivative (W) by the organometallic coupling of (trimethylsilyl)acetylene as shown in Reaction Scheme XIII. A similar result in Reaction Scheme XIII can be obtained for the corresponding derivative of pyridinone (E). wherein Z, R2, R3, and R4 are as defined in Reaction Scheme VI. Reagents for the organometallic coupling include PdCl2(PPh3)2 and Cul or other suitable organometallic reagents. The organometallic coupling is accom... As a reaction SMILES: C1(P(C2C=CC=CC=2)C2C=CC=CC=2)C=CC=CC=1.[CH3:20][Si:21]([C:24]#[CH:25])([CH3:23])[CH3:22].[C:26]1([S:32]([C:35]2[CH:36]=[C:37](OS(C(F)(F)F)(=O)=O)[C:38](=[O:44])[N:39]3[C:43]=2[CH2:42][CH2:41][CH2:40]3)(=[O:34])=[O:33])[CH:31]=[CH:30][CH:29]=[CH:28][CH:27]=1>C(N(CC)CC)C.C1(C)C=CC=CC=1.Cl[Pd](Cl)([P](C1C=CC=CC=1)(C1C=CC=CC=1)C1C=CC=CC=1)[P](C1C=CC=CC=1)(C1C=CC=CC=1)C1C=CC=CC=1>[C:26]1([S:32]([C:35]2[CH:36]=[C:37]([C:25]#[C:24][Si:21]([CH3:23])([CH3:22])[CH3:20])[C:38](=[O:44])[N:39]3[C:43]=2[CH2:42][CH2:41][CH2:40]3)(=[O:34])=[O:33])[CH:27]=[CH:28][CH:29]=[CH:30][CH:31]=1 |^1:69,88|. Reactants: C(Br)(Br)(Br)Br (CBr4), C(C1=CC=CC=C1)OC(=O)N[C@@H](COC1=C(C=CC=C1)C1=C(C2=C(N1)C(=C(S2)C(=O)OC)C)C2CCCCC2)CO (Methyl 5-{2-[((2R)-2-{[(benzyloxy)carbonyl]amino}-3-hydroxypropyl)oxy]phenyl}-6-cyclohexyl-3-methyl-4H-thieno[3,2-b]pyrrole-2-carboxylate), C1(=CC=CC=C1)P(C1=CC=CC=C1)C1=CC=CC=C1 (triphenylphosphine), C(=O)([O-])[O-].[K+].[K+] (K2CO3). Run in C(Cl)Cl (DCM). Reaction conditions: time 3 hour. The product is C(C1=CC=CC=C1)OC(=O)N[C@@H](COC1=C(C=CC=C1)C1=C(C2=C(N1)C(=C(S2)C(=O)OC)C)C2CCCCC2)CBr (methyl 5-{2-[((2S)-2-{[(benzyloxy)carbonyl]amino}-3-bromopropyl)oxy]phenyl}-6-cyclohexyl-3-methyl-4H-thieno[3,2-b]pyrrole-2-carboxylate). The yield is 86.0%. As a reaction SMILES: [CH2:1]([O:8][C:9]([NH:11][C@H:12]([CH2:40]O)[CH2:13][O:14][C:15]1[CH:20]=[CH:19][CH:18]=[CH:17][C:16]=1[C:21]1[NH:25][C:24]2[C:26]([CH3:33])=[C:27]([C:29]([O:31][CH3:32])=[O:30])[S:28][C:23]=2[C:22]=1[CH:34]1[CH2:39][CH2:38][CH2:37][CH2:36][CH2:35]1)=[O:10])[C:2]1[CH:7]=[CH:6][CH:5]=[CH:4][CH:3]=1.C1(P(C2C=CC=CC=2)C2C=CC=CC=2)C=CC=CC=1.C([O-])([O-])=O.[K+].[K+].C(Br)(Br)(Br)[Br:68]>C(Cl)Cl>[CH2:1]([O:8][C:9]([NH:11][C@H:12]([CH2:40][Br:68])[CH2:13][O:14][C:15]1[CH:20]=[CH:19][CH:18]=[CH:17][C:16]=1[C:21]1[NH:25][C:24]2[C:26]([CH3:33])=[C:27]([C:29]([O:31][CH3:32])=[O:30])[S:28][C:23]=2[C:22]=1[CH:34]1[CH2:39][CH2:38][CH2:37][CH2:36][CH2:35]1)=[O:10])[C:2]1[CH:7]=[CH:6][CH:5]=[CH:4][CH:3]=1 |f:2.3.4|. Procedure details: Methyl 5-{2-[((2R)-2-{[(benzyloxy)carbonyl]amino}-3-hydroxypropyl)oxy]phenyl}-6-cyclohexyl-3-methyl-4H-thieno[3,2-b]pyrrole-2-carboxylate and triphenylphosphine (2.27 eq.) were dissolved in DCM (0.02M) and K2CO3 (4.31 eq.) was added. To the stirred mixture CBr4 (2.22 eq.) was added and the yellowish reaction mixture was left stirring at RT for 3 h. All volatiles were evaporated i. vac. and the residual material was subjected to chromatography (PE:EtOAc, 8.5:1.5). The product was obtained as a ye... The reactants are Cl.NN1C(=O)NC(=O)C1 (1-aminohydantoin hydrochloride), C(C=CC1=CC=CC=C1)(=O)Cl (cinnamoyl chloride), ice water. The solvent is N1=CC=CC=C1 (pyridine). Conditions: time 8 hour. Yields the product C(C=CC1=CC=CC=C1)(=O)NN1C(=O)NC(=O)C1 (1-Cinnamamidohydantoin). RXN SMILES: Cl.[NH2:2][N:3]1[CH2:9][C:7](=[O:8])[NH:6][C:4]1=[O:5].[C:10](Cl)(=[O:19])[CH:11]=[CH:12][C:13]1[CH:18]=[CH:17][CH:16]=[CH:15][CH:14]=1>N1C=CC=CC=1>[C:10]([NH:2][N:3]1[CH2:9][C:7](=[O:8])[NH:6][C:4]1=[O:5])(=[O:19])[CH:11]=[CH:12][C:13]1[CH:18]=[CH:17][CH:16]=[CH:15][CH:14]=1 |f:0.1|. Procedure: To a pyridine solution (500 ml) of 1-aminohydantoin hydrochloride (50 g, 0.3 mole) was added cinnamoyl chloride (53 g, 0.3 mole). The stirred mixture was heated on the steam bath for 5 hours, then poured into ice water. After standing overnight, the precipitated product was removed by filtration and washed thoroughly with water. After drying, the crude white product weighed 60 g (74%). Several recrystallizations from methanol provided analytical material which melted at 276°-278°.